Dataset: the Open Reaction Database (ORD), a public repository of structured organic reaction records. Task: describe an organic reaction: reactants, conditions, products, and yield Reactants: C(C)OC(C(CC(C)(C)C)CC1=CC=CC=C1)=S (2-benzyl-3-tert.-butylthiopropionic acid ethyl ester), [OH-].[K+] (potassium hydroxide). Solvent: CO (methanol). Run at time 8 hour. Yields the product C(C1=CC=CC=C1)C(C(=S)O)CC(C)(C)C (2-benzyl-3-tert.-butylthio-propionic acid). Isolated yield 78.3%. As a reaction SMILES: C([O:3][C:4](=[S:18])[CH:5]([CH2:11][C:12]1[CH:17]=[CH:16][CH:15]=[CH:14][CH:13]=1)[CH2:6][C:7]([CH3:10])([CH3:9])[CH3:8])C.[OH-].[K+]>CO>[CH2:11]([CH:5]([CH2:6][C:7]([CH3:10])([CH3:9])[CH3:8])[C:4]([OH:3])=[S:18])[C:12]1[CH:17]=[CH:16][CH:15]=[CH:14][CH:13]=1 |f:1.2|. Procedure details: 400 mg of 2-benzyl-3-tert.-butylthiopropionic acid ethyl ester was dissolved in 1.5 ml of methanol and then reacted with 5 ml of 2N potassium hydroxide solution. The mixture was stirred overnight at room temperature and concentrated by evaporation. The residue was diluted with water and washed with ether. The aqueous layer was acidified to pH 3 with 2N HCl, and then evaporated to give the title compound (280 mg, 78% yield). 1H NMR: 300 MHz spectrum consistent with proposed structure. The reactants are C1(CC1)[C@@H](CC(=O)O)C1=CC(=CC=C1)OCC1=CC(=C(C=C1)C1=C(C=CC(=C1)OC)F)[C@@H](C(C=C)(C)C)O ((3R)-3-cyclopropyl-3-(3-(((2′-fluoro-2-((1R)-1-hydroxy-2,2-dimethyl-3-butenyl)-5′-(methyloxy)-1,1′-biphenyl-4-yl)methyl)oxy)phenyl) propanoic acid), COC=1C=C(C=CC1)B(O)O (3-methoxyphenylboronic acid), C([O-])([O-])=O.[K+].[K+] (potassium carbonate), CN(C)C=O (DMF). Reagents/catalysts: C=1C=CC(=CC1)[P](C=2C=CC=CC2)(C=3C=CC=CC3)[Pd]([P](C=4C=CC=CC4)(C=5C=CC=CC5)C=6C=CC=CC6)([P](C=7C=CC=CC7)(C=8C=CC=CC8)C=9C=CC=CC9)[P](C=1C=CC=CC1)(C=1C=CC=CC1)C=1C=CC=CC1 (tetrakis(triphenylphosphine)palladium). Solvent: [Cl-].[Na+].O (brine). Conditions: temperature 90 celsius, time 18 hour. Yields the product CC1(CCC=C1C1=C(C=CC(=C1)C(=O)OC)C1=CC(=CC=C1)OC)C (Methyl 2-(5,5-dimethyl-1-cyclopenten-1-yl)-3′-(methyloxy)-1,1′-biphenyl-4-carboxylate). Isolated yield 90.0%. Reaction SMILES: C1([C@H](C2C=CC=C(OC[C:17]3[CH:22]=[CH:21][C:20]([C:23]4[CH:28]=[C:27](OC)[CH:26]=[CH:25][C:24]=4F)=[C:19]([C@H:32](O)C(C)(C)C=C)[CH:18]=3)C=2)CC(O)=O)CC1.[CH3:39][O:40][C:41]1[CH:42]=[C:43](B(O)O)[CH:44]=[CH:45][CH:46]=1.[C:50](=[O:53])([O-])[O-:51].[K+].[K+].[CH3:56]N(C=O)C>[Cl-].[Na+].O.C1C=CC([P]([Pd]([P](C2C=CC=CC=2)(C2C=CC=CC=2)C2C=CC=CC=2)([P](C2C=CC=CC=2)(C2C=CC=CC=2)C2C=CC=CC=2)[P](C2C=CC=CC=2)(C2C=CC=CC=2)C2C=CC=CC=2)(C2C=CC=CC=2)C2C=CC=CC=2)=CC=1>[CH3:32][C:19]1([CH3:18])[C:20]([C:23]2[CH:24]=[C:25]([C:50]([O:51][CH3:56])=[O:53])[CH:26]=[CH:27][C:28]=2[C:43]2[CH:44]=[CH:45][CH:46]=[C:41]([O:40][CH3:39])[CH:42]=2)=[CH:21][CH2:22][CH2:17]1 |f:2.3.4,6.7.8,^1:67,69,88,107|. Procedure details: To a stirred solution of 66.61 (1.00 g, 2.6 mmol) in DMF (15.00 mL) at 23° C. was added 3-methoxyphenylboronic acid (0.80 g, 5.3 mmol) (commercially available from Aldrich), potassium carbonate (1.1 g, 7.9 mmol), and then tetrakis(triphenylphosphine)palladium (0.31 g, 0.26 mmol). The mixture was heated to 90° C. and stirred for 18 hours. The reaction was then cooled to room temperature, diluted with brine, and extracted three times with EtOAc. After drying over anhydrous magnesium sulfate and fi... Starting materials: N1=C(C=CC=C1C)C (2,6-Lutidine), S(=O)(Cl)Cl (thionyl chloride), OC(C(=O)OCC1=CC=C(C=C1)[N+](=O)[O-])N1C(CC1SC)=O (p-nitrobenzyl 2-hydroxy-2-(4-methylthio-2-azetidinon-1-yl)acetate). The solvent is O1CCCC1 (tetrahydrofuran), C(C)(=O)OCC (ethyl acetate). Reaction conditions: temperature -20 celsius. The product is ClC(C(=O)OCC1=CC=C(C=C1)[N+](=O)[O-])N1C(CC1SC)=O (p-Nitrobenzyl 2-chloro-2-(4-methylthio-2-azetidinon-1-yl)acetate). Reaction SMILES: N1C(C)=CC=CC=1C.S(Cl)([Cl:11])=O.O[CH:14]([N:28]1[CH:31]([S:32][CH3:33])[CH2:30][C:29]1=[O:34])[C:15]([O:17][CH2:18][C:19]1[CH:24]=[CH:23][C:22]([N+:25]([O-:27])=[O:26])=[CH:21][CH:20]=1)=[O:16]>O1CCCC1.C(OCC)(=O)C>[Cl:11][CH:14]([N:28]1[CH:31]([S:32][CH3:33])[CH2:30][C:29]1=[O:34])[C:15]([O:17][CH2:18][C:19]1[CH:24]=[CH:23][C:22]([N+:25]([O-:27])=[O:26])=[CH:21][CH:20]=1)=[O:16]. Reported procedure: 2,6-Lutidine (626 mg) and thionyl chloride (695 mg) were successively added dropwise to a solution of p-nitrobenzyl 2-hydroxy-2-(4-methylthio-2-azetidinon-1-yl)acetate (1.59 g) in tetrahydrofuran (30 ml), whilst stirring at -20° C. The reaction mixture was stirred at -20° to -15° C. for 30 minutes, diluted with ethyl acetate, washed with water (once), neutralized with a dilute aqueous solution of sodium bicarbonate solution and further washed with water. The reactants are COc1cc(C=O)cc(OC)c1OC, COc1cc(CC2COC(=O)C2)cc2c1OCO2, CO, Cc1ccccc1, [H-], [Na+]. The product is COc1cc(C=C2C(=O)OCC2Cc2cc(OC)c3c(c2)OCO3)cc(OC)c1OC. As a reaction SMILES: [CH3:19][O:20][c:21]1[cH:22][c:23]([CH:24]=[O:25])[cH:26][c:27]([O:31][CH3:32])[c:28]1[O:29][CH3:30].[CH3:1][O:2][c:3]1[c:4]2[c:5]([cH:6][c:7]([CH2:9][CH:10]3[CH2:11][C:12](=[O:13])[O:14][CH2:15]3)[cH:8]1)[O:16][CH2:17][O:18]2.[CH3:35][OH:36].[CH3:37][c:38]1[cH:39][cH:40][cH:41][cH:42][cH:43]1.[H-:33].[Na+:34]>>[CH3:1][O:2][c:3]1[c:4]2[c:5]([cH:6][c:7]([CH2:9][CH:10]3[C:11](=[CH:24][c:23]4[cH:22][c:21]([O:20][CH3:19])[c:28]([O:29][CH3:30])[c:27]([O:31][CH3:32])[cH:26]4)[C:12](=[O:13])[O:14][CH2:15]3)[cH:8]1)[O:16][CH2:17][O:18]2. The reactants are BrC1=CC=CC=2C3=C(NC12)C1CCN(C3)CC1 (7-bromo-3,4,5,6-tetrahydro-1H-2,5-ethanoazepino[4,3-b]indole), C(=C)C1=CC=NC=C1 (4-vinylpyridine), [O-]S(=O)(=O)[O-].[Mg+2] (MgSO4). Product: N1=CC=C(C=C1)/C=C/C1=CC=CC=2C3=C(NC12)C1CCN(C3)CC1 (7-[(E)-2-pyridin-4-ylvinyl]-3,4,5,6-tetrahydro-1H-2,5-ethanoazepino[4,3-b]indole). As a reaction SMILES: Br[C:2]1[C:10]2[NH:9][C:8]3[CH:11]4[CH2:17][CH2:16][N:14]([CH2:15][C:7]=3[C:6]=2[CH:5]=[CH:4][CH:3]=1)[CH2:13][CH2:12]4.[CH:18]([C:20]1[CH:25]=[CH:24][N:23]=[CH:22][CH:21]=1)=[CH2:19].[O-]S([O-])(=O)=O.[Mg+2]>>[N:23]1[CH:24]=[CH:25][C:20](/[CH:18]=[CH:19]/[C:2]2[C:10]3[NH:9][C:8]4[CH:11]5[CH2:17][CH2:16][N:14]([CH2:15][C:7]=4[C:6]=3[CH:5]=[CH:4][CH:3]=2)[CH2:13][CH2:12]5)=[CH:21][CH:22]=1 |f:2.3|. Procedure: The product of Example 1B (100 mg, 0.34 mmol), 4-vinylpyridine (144 mg, 1.37 mmol; Aldrich) and MgSO4 (83 mg, 0.69 mmol) were combined and processed as described in Example 1D to provide the title compound: 1H NMR (400 MHz, methanol-d4) δ ppm 1.97-2.22 (m, 4 H), 3.03-3.12 (m, 2 H), 3.13-3.18 (m, 1 H), 3.21-3.29 (m, 2 H), 4.24 (s, 2 H), 7.04 (t, J=7.6 Hz, 1 H), 7.24 (d, J=16.5 Hz, 1 H), 7.31 (dd, J=7.8, 0.8 Hz, 1 H), 7.44 (d, J=7.6 Hz, 1 H), 7.59-7.69 (m, 2 H), 7.94 (d, J=16.5 Hz, 1 H), 8.46-8.50... Starting materials: C(C1=CC=CC=C1)ON1C(C(C(C1)CC)O)=O (1-Benzyloxy-4-ethyl-3-hydroxypyrrolidin-2-one), CO (methanol), FC(C(=O)OC(C(F)(F)F)=O)(F)F (Trifluoroacetic anhydride), CS(=O)C (dimethylsulphoxide). Solvent: ClCCl (dichloromethane), O (Water), ClCCl (dichloromethane). Reaction conditions: time 30 minute. Product: C(C1=CC=CC=C1)ON1C(C(=C(C1)CC)NCC1=CC=C(C=C1)OC)=O (1-benzyloxy-4-ethyl-3-(4-methoxybenzylamino)-2-oxo-2,5-dihydropyrrole). Yield: 105.0%. As a reaction SMILES: FC(F)(F)[C:3]([O:5][C:6](=O)[C:7](F)(F)F)=O.CS(C)=O.[CH2:18]([O:25][N:26]1[CH2:30][CH:29]([CH2:31][CH3:32])[CH:28](O)[C:27]1=[O:34])[C:19]1[CH:24]=[CH:23][CH:22]=[CH:21][CH:20]=1.CO>ClCCl.O>[CH2:18]([O:25][N:26]1[CH2:30][C:29]([CH2:31][CH3:32])=[C:28]([NH:26][CH2:30][C:29]2[CH:31]=[CH:7][C:6]([O:5][CH3:3])=[CH:27][CH:28]=2)[C:27]1=[O:34])[C:19]1[CH:24]=[CH:23][CH:22]=[CH:21][CH:20]=1. Procedure: Trifluoroacetic anhydride (1.8 ml, 2.6 g, 12.7 mmol) was added dropwise to a solution of dimethylsulphoxide (1 ml, 1.1 g, 16.2 mmol) in dichloromethane (40 ml) at -78° C. After 10 min 1-Benzyloxy-4-ethyl-3-hydroxypyrrolidin-2-one (0.94 g, 4 mmol) in dichloromethane (8 ml) was added, the mixture stirred for 30 min, then ethyldiiscpropylamine (4.5 ml, 3.4 g, 26.3 mmol) added. After 45 min methanol (1 ml) was added and the solution brought to room temperature. Water was added and the mixture extrac...